From a dataset of the Open Reaction Database (ORD), a public repository of structured organic reaction records. describe an organic reaction: reactants, conditions, products, and yield The reactants are CN1[C@@H](CCC1)CO ((S)-(-)-1-Methyl-2-pyrrolidinemethanol), ClC=1C=NC=C(C1)C(F)(F)F (3-chloro-5-trifluoromethylpyridine). Run in CN(C)C=O (DMF). Yields the product CN1[C@@H](CCC1)COC=1C=NC=C(C1)C(F)(F)F (3-(1-methyl-2-(S)-pyrrolidinylmethoxy)-5-trifluoromethylpyridine). As a reaction SMILES: [CH3:1][N:2]1[CH2:6][CH2:5][CH2:4][C@H:3]1[CH2:7][OH:8].Cl[C:10]1[CH:11]=[N:12][CH:13]=[C:14]([C:16]([F:19])([F:18])[F:17])[CH:15]=1>CN(C=O)C>[CH3:1][N:2]1[CH2:6][CH2:5][CH2:4][C@H:3]1[CH2:7][O:8][C:10]1[CH:11]=[N:12][CH:13]=[C:14]([C:16]([F:19])([F:18])[F:17])[CH:15]=1. Procedure details: (S)-(-)-1-Methyl-2-pyrrolidinemethanol (Aldrich Chemical Co., 0.5 g, 4.34 mmol) was reacted with 3-chloro-5-trifluoromethylpyridine according to the method of Example 3, except using DMF in place of THF as solvent and reducing reaction time to less than 2 hours. The solvent was removed, the residue dissolved in ethyl acetate, and the product purified by chromatography over silica gel to give 170 mg of the title compound. MS (DCI/NH3) m/e: 261 (M+H)+. 1H NMR (CDCl3, 300 MHz) δ: 8.50 (d, J=0.6 Hz,...